This data is from the Open Reaction Database (ORD), a public repository of structured organic reaction records. The task is: describe an organic reaction: reactants, conditions, products, and yield Starting materials: C(#N)C1=CC=NC=C1 (4-cyanopyridine), [Na] (sodium), NC1=CC=C(C(=O)NN)C=C1 (p-aminobenzhydrazide). Solvent: CO (methanol), CO (methanol). Conditions: temperature 245 celsius, time 0.5 hour. Product: NC1=CC=C(C=C1)C1=NNC(=N1)C1=CC=NC=C1 (3-(p-aminophenyl)-5-(4-pyridyl)-1,2,4-triazole). The yield is 20.9%. As a reaction SMILES: [C:1]([C:3]1[CH:8]=[CH:7][N:6]=[CH:5][CH:4]=1)#[N:2].[Na].[NH2:10][C:11]1[CH:20]=[CH:19][C:14]([C:15]([NH:17][NH2:18])=O)=[CH:13][CH:12]=1>CO>[NH2:10][C:11]1[CH:20]=[CH:19][C:14]([C:15]2[N:2]=[C:1]([C:3]3[CH:8]=[CH:7][N:6]=[CH:5][CH:4]=3)[NH:18][N:17]=2)=[CH:13][CH:12]=1 |^1:8|. Procedure details: To 4-cyanopyridine (4.2 g.) in methanol (60 ml.) is added sodium (0.2 g.). The solution is allowed to stand for 0.5 hour at room temperature and is then added to a suspension of p-aminobenzhydrazide (6.4 g.) in 150 ml. of methanol. The resulting solution is heated 20 hours at reflux during which time a solid separates. The solid is filtered and heated to 245° C. over one hour and maintained at that temperature for an additional 15 minutes. After cooling the solid is recrystallized from a mixture... Reactants: COCCC=1N(C2=C(C=NC=3C=CC(=CC23)CCC(=O)N(C)C)N1)CCCN1C(CCC1)=O (3-{2-(2-methoxyethyl)-1-[3-(2-oxopyrrolidin-1-yl)propyl]-1H-imidazo[4,5-c]quinolin-8-yl}-N,N-dimethylpropanamide), ClC=1C=C(C(=O)OO)C=CC1 (3-chloroperoxybenzoic acid), C1(=CC=C(C=C1)S(=O)(=O)Cl)C (p-Toluenesulfonyl chloride), [OH-].[NH4+] (ammonium hydroxide). The solvent is ClCCl (dichloromethane). Reaction conditions: time 10 minute. Yields the product NC1=NC=2C=CC(=CC2C2=C1N=C(N2CCCN2C(CCC2)=O)CCOC)CCC(=O)N(C)C (3-{4-amino-2-(2-methoxyethyl)-1-[3-(2-oxopyrrolidin-1-yl)propyl]-1H-imidazo[4,5-c]quinolin-8-yl}-N,N-dimethylpropanamide). As a reaction SMILES: [CH3:1][O:2][CH2:3][CH2:4][C:5]1[N:6]([CH2:25][CH2:26][CH2:27][N:28]2[CH2:32][CH2:31][CH2:30][C:29]2=[O:33])[C:7]2[C:16]3[CH:15]=[C:14]([CH2:17][CH2:18][C:19]([N:21]([CH3:23])[CH3:22])=[O:20])[CH:13]=[CH:12][C:11]=3[N:10]=[CH:9][C:8]=2[N:24]=1.ClC1C=C(C=CC=1)C(OO)=O.[OH-].[NH4+:46].C1(C)C=CC(S(Cl)(=O)=O)=CC=1>ClCCl>[NH2:46][C:9]1[C:8]2[N:24]=[C:5]([CH2:4][CH2:3][O:2][CH3:1])[N:6]([CH2:25][CH2:26][CH2:27][N:28]3[CH2:32][CH2:31][CH2:30][C:29]3=[O:33])[C:7]=2[C:16]2[CH:15]=[C:14]([CH2:17][CH2:18][C:19]([N:21]([CH3:23])[CH3:22])=[O:20])[CH:13]=[CH:12][C:11]=2[N:10]=1 |f:2.3|. Procedure: To a stirring solution of 3-{2-(2-methoxyethyl)-1-[3-(2-oxopyrrolidin-1-yl)propyl]-1H-imidazo[4,5-c]quinolin-8-yl}-N,N-dimethylpropanamide, (0.66 g) in dichloromethane (75 mL) was added 3-chloroperoxybenzoic acid (60% pure, 423 mg, 1.62 mmol). After 18 hours concentrated ammonium hydroxide (50 mL) was added and the reaction was vigorously stirred for 10 minutes. p-Toluenesulfonyl chloride (311 mg, 1.62 mmol) was then added in one portion. The fractions were separated and aqueous fraction was ext... The reactants are C1(CC1)C(CC(=O)C1=C(C(=C(C=C1)S(=O)(=O)C)NC)C)=O (1-cyclopropyl-3-(3-methylamino-2-methyl-4-methylsulfonylphenyl)propane-1,3-dione), COC(N(C)C)OC (N,N-dimethyl formamide dimethyl acetal). The solvent is C(Cl)Cl (CH2Cl2). Conditions: temperature 50 celsius, time 2 hour. The product is C1(CC1)C(C(C(=O)C1=C(C(=C(C=C1)S(=O)(=O)C)NC)C)=CN(C)C)=O (1-cyclopropyl-2-(dimethylaminomethylidene)-3-(3-methylamino-2-methyl-4-methylsulfonylphenyl)propane-1,3-dione). RXN SMILES: [CH:1]1([C:4](=[O:21])[CH2:5][C:6]([C:8]2[CH:13]=[CH:12][C:11]([S:14]([CH3:17])(=[O:16])=[O:15])=[C:10]([NH:18][CH3:19])[C:9]=2[CH3:20])=[O:7])[CH2:3][CH2:2]1.CO[CH:24](OC)[N:25]([CH3:27])[CH3:26]>C(Cl)Cl>[CH:1]1([C:4](=[O:21])[C:5](=[CH:24][N:25]([CH3:27])[CH3:26])[C:6]([C:8]2[CH:13]=[CH:12][C:11]([S:14]([CH3:17])(=[O:16])=[O:15])=[C:10]([NH:18][CH3:19])[C:9]=2[CH3:20])=[O:7])[CH2:3][CH2:2]1. Procedure: A solution of 1.58 g (5.1 mmol) of 1-cyclopropyl-3-(3-methylamino-2-methyl-4-methylsulfonylphenyl)propane-1,3-dione and 2.0 ml (15.3 mmol) of N,N-dimethyl formamide dimethyl acetal was stirred for 3 h at RT. The mixture was treated with 10 ml of CH2Cl2, stirred for 2 h at an oil-bath temperature of 50° C., left to stand overnight, stirred for 1 d at an oil-bath temperature of 50° C., and the solvent was removed in vacuo. The residue was purified by column chromatography on silica gel. This gave ... The reactants are NC1=C(SC(=C1)Br)C(=O)NCC1=CC=C(C=C1)OC (3-amino-5-bromo-N-(4-methoxybenzyl)thiophene-2-carboxamide), [O-]S(=O)(=O)[O-].[Mg+2] (MgSO4), COC(C)(C)OC (2,2-dimethoxypropane), CC=1C=CC(=CC1)S(=O)(=O)O (PTSA), C(=O)(O)[O-].[Na+] (NaHCO3). Run in CC(=O)N(C)C (DMA). Reaction conditions: temperature 120 celsius, time 1 hour. Product: BrC1=CC=2NC(N(C(C2S1)=O)CC1=CC=C(C=C1)OC)(C)C (6-bromo-3-(4-methoxybenzyl)-2,2-dimethyl-2,3-dihydrothieno[3,2-d]pyrimidin-4(1H)-one). Isolated yield 62.0%. Reaction SMILES: [NH2:1][C:2]1[CH:6]=[C:5]([Br:7])[S:4][C:3]=1[C:8]([NH:10][CH2:11][C:12]1[CH:17]=[CH:16][C:15]([O:18][CH3:19])=[CH:14][CH:13]=1)=[O:9].[O-]S([O-])(=O)=O.[Mg+2].CO[C:28](OC)([CH3:30])[CH3:29].CC1C=CC(S(O)(=O)=O)=CC=1.C([O-])(O)=O.[Na+]>CC(N(C)C)=O>[Br:7][C:5]1[S:4][C:3]2[C:8](=[O:9])[N:10]([CH2:11][C:12]3[CH:17]=[CH:16][C:15]([O:18][CH3:19])=[CH:14][CH:13]=3)[C:28]([CH3:30])([CH3:29])[NH:1][C:2]=2[CH:6]=1 |f:1.2,5.6|. Procedure: A mixture of 3-amino-5-bromo-N-(4-methoxybenzyl)thiophene-2-carboxamide (160 mg, 0.47 mmol), MgSO4 (60 mg), 2,2-dimethoxypropane (0.5 mL), PTSA (8.6 mg, 0.050 mmol) and DMA (0.5 mL) was stirred at 120° C. for 1 h by using microwave reactor. Then, the mixture was poured into saturated aqueous NaHCO3. The organic materials were extracted with AcOEt. The combined extracts were washed with water and brine, and then dried over Na2SO4. After removal of the solvent at reduced pressure, the residue was ... Yields the product NC1=CC=C(C=C1)C=1N(C=C(C(=O)OC)C(C1)=O)C1=CC=C(C=C1)F (methyl 6-(4-aminophenyl)-1-(4-fluorophenyl)-4-oxo-1,4-dihydronicotinate). Reactants: NC1=CC=C(C=C1)C=1N(C=C(C(=O)O)C(C1)=O)C1=CC=C(C=C1)F (6-(4-aminophenyl)-1-(4-fluorophenyl)-4-oxo-1,4-dihydronicotinic acid), S(=O)(Cl)Cl (thionyl chloride), CO (methanol). As a reaction SMILES: [NH2:1][C:2]1[CH:7]=[CH:6][C:5]([C:8]2[N:9]([C:18]3[CH:23]=[CH:22][C:21]([F:24])=[CH:20][CH:19]=3)[CH:10]=[C:11]([C:15](=[O:17])[CH:16]=2)[C:12]([OH:14])=[O:13])=[CH:4][CH:3]=1.S(Cl)(Cl)=O.[CH3:29]O>>[NH2:1][C:2]1[CH:3]=[CH:4][C:5]([C:8]2[N:9]([C:18]3[CH:19]=[CH:20][C:21]([F:24])=[CH:22][CH:23]=3)[CH:10]=[C:11]([C:15](=[O:17])[CH:16]=2)[C:12]([O:14][CH3:29])=[O:13])=[CH:6][CH:7]=1. Reaction conditions: temperature 5 celsius, time 10 minute. Procedure: In 50 ml of methanol was suspended 6.5 g of 6-(4-aminophenyl)-1-(4-fluorophenyl)-4-oxo-1,4-dihydronicotinic acid, and the suspension was cooled to 5° C., after which 3.9 g of thionyl chloride was added dropwise thereto over 10 minutes. After completion of the dropwise addition, the resulting mixture was refluxed for 6 hours, and then cooled to room temperature, after which the solvent was removed by distillation under reduced pressure. To the residue were added 30 ml of water and 30 ml of chloro... The product is CC(C)(C)OC(=O)NCc1cccc(C2=NC(CC(=O)O)C(=O)Nc3ccc(Cl)cc32)c1. Reaction SMILES: [CH3:3][OH:4].[CH3:5][O:6][C:7]([CH2:8][CH:9]1[C:10](=[O:36])[NH:11][c:12]2[c:13]([cH:31][c:32]([Cl:35])[cH:33][cH:34]2)[C:14]([c:16]2[cH:17][c:18]([CH2:22][NH:23][C:24](=[O:25])[O:26][C:27]([CH3:28])([CH3:29])[CH3:30])[cH:19][cH:20][cH:21]2)=[N:15]1)=[O:37].[Na+:2].[OH-:1].[OH2:38]>>[O:6]=[C:7]([CH2:8][CH:9]1[C:10](=[O:36])[NH:11][c:12]2[c:13]([cH:31][c:32]([Cl:35])[cH:33][cH:34]2)[C:14]([c:16]2[cH:17][c:18]([CH2:22][NH:23][C:24](=[O:25])[O:26][C:27]([CH3:28])([CH3:29])[CH3:30])[cH:19][cH:20][cH:21]2)=[N:15]1)[OH:37]. Reactants: CO, COC(=O)CC1N=C(c2cccc(CNC(=O)OC(C)(C)C)c2)c2cc(Cl)ccc2NC1=O, [Na+], [OH-], O. RXN SMILES: [CH3:1][O:2][C:3]1[CH:4]=[C:5]2[C:10](=[CH:11][CH:12]=1)[CH2:9][NH:8][CH2:7][CH2:6]2.CN([CH2:16][C:17]1[C:25]2[C:20](=[N:21][CH:22]=[CH:23][CH:24]=2)[NH:19][CH:18]=1)C>C1(C)C=CC=CC=1>[CH3:1][O:2][C:3]1[CH:4]=[C:5]2[C:10](=[CH:11][CH:12]=1)[CH2:9][N:8]([CH2:16][C:17]1[C:25]3[C:20](=[N:21][CH:22]=[CH:23][CH:24]=3)[NH:19][CH:18]=1)[CH2:7][CH2:6]2. The reactants are COC=1C=C2CCNCC2=CC1 (6-methoxy-1,2,3,4-tetrahydroisoquinoline), CN(C)CC1=CNC2=NC=CC=C21 (3-dimethylaminomethyl-1H-pyrrolo[2,3-b]pyridine). Yields the product COC=1C=C2CCN(CC2=CC1)CC1=CNC2=NC=CC=C21 (3-(6-methoxy-1,2,3,4-tetrahydroisoquinolin-2-yl)methyl-1H-pyrrolo[2,3-b]pyridine). Procedure details: A mixture of 6-methoxy-1,2,3,4-tetrahydroisoquinoline (prepared by the method of Helfer, Helv. Chim. Acta, 1924, 7, 945) (0.55 g, 3.36 mmol) and 3-dimethylaminomethyl-1H-pyrrolo[2,3-b]pyridine (0.59 g, 3.36 mmol) in toluene (3 ml) was heated at reflux under nitrogen for 18 h. The mixture was allowed to cool and the crystallised product collected. Recrystallisation from toluene afforded the title compound (0.31 g, 32%), m.p. 144°-146° C.; (Found: C, 73.04; H, 6.43; N, 14.10. C18H19N3O.0.1H2O requ... Yield: 32.0%. The solvent is C1(=CC=CC=C1)C (toluene).